From a dataset of the Open Reaction Database (ORD), a public repository of structured organic reaction records. describe an organic reaction: reactants, conditions, products, and yield Starting materials: Cn1nc(-c2c(F)cc3c(c2NC(=O)C(C)(C)Br)NC(=O)CO3)c(Cl)c1C(F)(F)F, O=C([O-])[O-], CC#N, [I-], [K+], [K+], [K+], O. The product is Cn1nc(-c2c(F)cc3c4c2NC(=O)C(C)(C)N4C(=O)CO3)c(Cl)c1C(F)(F)F. RXN SMILES: [Br:1][C:2]([C:3](=[O:4])[NH:5][c:6]1[c:7](-[c:18]2[n:19][n:20]([CH3:28])[c:21]([C:24]([F:25])([F:26])[F:27])[c:22]2[Cl:23])[c:8]([F:17])[cH:9][c:10]2[c:11]1[NH:12][C:13](=[O:16])[CH2:14][O:15]2)([CH3:29])[CH3:30].[C:33](=[O:34])([O-:35])[O-:36].[CH3:40][C:41]#[N:42].[I-:32].[K+:31].[K+:37].[K+:38].[OH2:39]>>[C:2]1([CH3:29])([CH3:30])[C:3](=[O:4])[NH:5][c:6]2[c:7](-[c:18]3[n:19][n:20]([CH3:28])[c:21]([C:24]([F:25])([F:26])[F:27])[c:22]3[Cl:23])[c:8]([F:17])[cH:9][c:10]3[c:11]2[N:12]1[C:13](=[O:16])[CH2:14][O:15]3. Starting materials: C(C)(C)C1=CC=C(C=C1)C1=C(OC2=C1C(=C(C(=C2C)C)O)C)C (3-(4-isopropylphenyl)-2,4,6,7-tetramethylbenzofuran-5-ol), COC1=CC=C(CCl)C=C1 (4-methoxybenzyl chloride). The product is C(C)(C)C1=CC=C(C=C1)C1=C(OC2=C1C(=C(C(=C2C)C)OCC2=CC=C(C=C2)OC)C)C (3-(4-isopropylphenyl)-5-(4-methoxybenzyloxy)-2,4,6,7-tetramethylbenzofuran). Isolated yield 64.0%. Reaction SMILES: [CH:1]([C:4]1[CH:9]=[CH:8][C:7]([C:10]2[C:14]3[C:15]([CH3:22])=[C:16]([OH:21])[C:17]([CH3:20])=[C:18]([CH3:19])[C:13]=3[O:12][C:11]=2[CH3:23])=[CH:6][CH:5]=1)([CH3:3])[CH3:2].[CH3:24][O:25][C:26]1[CH:33]=[CH:32][C:29]([CH2:30]Cl)=[CH:28][CH:27]=1>>[CH:1]([C:4]1[CH:9]=[CH:8][C:7]([C:10]2[C:14]3[C:15]([CH3:22])=[C:16]([O:21][CH2:30][C:29]4[CH:32]=[CH:33][C:26]([O:25][CH3:24])=[CH:27][CH:28]=4)[C:17]([CH3:20])=[C:18]([CH3:19])[C:13]=3[O:12][C:11]=2[CH3:23])=[CH:6][CH:5]=1)([CH3:3])[CH3:2]. Reported procedure: Using 3-(4-isopropylphenyl)-2,4,6,7-tetramethylbenzofuran-5-ol and 4-methoxybenzyl chloride, the title compound was obtained in the same manner as in Example 1. This was oily. Reactants: ClCCl, Cc1cccc(C)c1O, CCC(C)c1cc(COC)cc(C(C)CC)c1O, O=S(=O)(O)O, Cc1ccccc1O. Yields the product CCC(C)c1cc(Cc2cc(C)c(O)c(C)c2)cc(C(C)CC)c1O. RXN SMILES: [CH2:41]([Cl:42])[Cl:43].[CH3:19][c:20]1[c:21]([OH:27])[c:22]([CH3:26])[cH:23][cH:24][cH:25]1.[CH:1]([CH3:2])([CH2:3][CH3:4])[c:5]1[cH:6][c:7]([CH2:16][O:17][CH3:18])[cH:8][c:9]([CH:12]([CH3:13])[CH2:14][CH3:15])[c:10]1[OH:11].[S:28](=[O:29])(=[O:30])([OH:31])[OH:32].[c:33]1([CH3:34])[c:35]([OH:36])[cH:37][cH:38][cH:39][cH:40]1>>[CH:1]([CH3:2])([CH2:3][CH3:4])[c:5]1[cH:6][c:7]([CH2:16][c:24]2[cH:23][c:22]([CH3:26])[c:21]([OH:27])[c:20]([CH3:19])[cH:25]2)[cH:8][c:9]([CH:12]([CH3:13])[CH2:14][CH3:15])[c:10]1[OH:11]. Starting materials: C1CCNCC1, Cc1[nH]c(C=O)c(C)c1C(=O)N1CCN(C)CC1, CCO, O=C1Cc2c(cccc2-c2ccc(Cl)cc2)N1. Yields the product Cc1[nH]c(C=C2C(=O)Nc3cccc(-c4ccc(Cl)cc4)c32)c(C)c1C(=O)N1CCN(C)CC1. As a reaction SMILES: [CH2:36]1[CH2:37][CH2:38][NH:39][CH2:40][CH2:41]1.[CH3:18][c:19]1[c:20]([CH:34]=[O:35])[nH:21][c:22]([CH3:33])[c:23]1[C:24](=[O:25])[N:26]1[CH2:27][CH2:28][N:29]([CH3:32])[CH2:30][CH2:31]1.[CH3:42][CH2:43][OH:44].[Cl:1][c:2]1[cH:3][cH:4][c:5](-[c:8]2[c:9]3[c:13]([cH:14][cH:15][cH:16]2)[NH:12][C:11](=[O:17])[CH2:10]3)[cH:6][cH:7]1>>[Cl:1][c:2]1[cH:3][cH:4][c:5](-[c:8]2[c:9]3[c:13]([cH:14][cH:15][cH:16]2)[NH:12][C:11](=[O:17])[C:10]3=[CH:34][c:20]2[c:19]([CH3:18])[c:23]([C:24](=[O:25])[N:26]3[CH2:27][CH2:28][N:29]([CH3:32])[CH2:30][CH2:31]3)[c:22]([CH3:33])[nH:21]2)[cH:6][cH:7]1. Conditions: time 30 minute. The solvent is CC(=O)C (Acetone), CO (methanol), C(C)(=O)OCC (ethyl acetate), C(C)(=O)OCC (ethyl acetate), N1=CC=CC=C1 (pyridine). The reagents and catalysts are [Pd] (palladium/carbon). As a reaction SMILES: [F:1][C:2]1[C:3]([CH3:12])=[CH:4][C:5]([O:10][CH3:11])=[C:6]([CH:9]=1)[CH:7]=O.[BH4-].[Na+].C(OC(=O)C)(=O)C.Cl>CO.N1C=CC=CC=1.C(OCC)(=O)C.[Pd].CC(C)=O>[F:1][C:2]1[C:3]([CH3:12])=[CH:4][C:5]([O:10][CH3:11])=[C:6]([CH3:7])[CH:9]=1 |f:1.2|. Isolated yield 60.5%. The product is FC1=CC(=C(C=C1C)OC)C (4-Fluoro-2,5-dimethylanisole). Reported procedure: 17.5 g of 5-fluoro-2-methoxy-4-methylbenzaldehyde was dissolved in 100 ml of methanol, 4.7 g of sodium borohydride was added to the suspension at 0° C. and the resulting mixture was stirred for 30 minutes. Acetone was added to the reaction mixture to decompose excess reagent. The resulting reaction mixture was evaporated and extracted with 150 ml of ethyl acetate. The organic layer was washed with brine, dried over anhydrous magnesium sulfate. After the desiccant was filtered off, the resulting ... Reactants: Cl (hydrochloric acid), FC=1C(=CC(=C(C=O)C1)OC)C (5-fluoro-2-methoxy-4-methylbenzaldehyde), [BH4-].[Na+] (sodium borohydride), C(C)(=O)OC(C)=O (acetic anhydride). The reactants are COc1ccc(-n2nc(Br)c3c2C(=O)N(c2ccc(N4CCCCC4=O)cc2)CC3)cc1, CNC, CC(C)(C)[O-], CN(C)c1ccccc1-c1ccccc1P(C1CCCCC1)C1CCCCC1, [Na+], C1COCCO1, Cc1ccccc1. The product is COc1ccc(-n2ncc3c2C(=O)N(c2ccc(N4CCCCC4=O)cc2)CC3)cc1. As a reaction SMILES: [Br:1][c:2]1[n:3][n:4](-[c:25]2[cH:26][cH:27][c:28]([O:31][CH3:32])[cH:29][cH:30]2)[c:5]2[c:10]1[CH2:9][CH2:8][N:7]([c:11]1[cH:12][cH:13][c:14]([N:17]3[C:18](=[O:23])[CH2:19][CH2:20][CH2:21][CH2:22]3)[cH:15][cH:16]1)[C:6]2=[O:24].[CH3:33][NH:34][CH3:35].[CH3:36][C:37]([CH3:38])([O-:39])[CH3:40].[CH:42]1([P:43]([CH:44]2[CH2:45][CH2:46][CH2:47][CH2:48][CH2:49]2)[c:50]2[cH:51][cH:52][cH:53][cH:54][c:55]2-[c:56]2[cH:57][cH:58][cH:59][cH:60][c:61]2[N:62]([CH3:63])[CH3:64])[CH2:65][CH2:66][CH2:67][CH2:68][CH2:69]1.[Na+:41].[O:70]1[CH2:71][CH2:72][O:73][CH2:74][CH2:75]1.[c:76]1([CH3:77])[cH:78][cH:79][cH:80][cH:81][cH:82]1>>[cH:2]1[n:3][n:4](-[c:25]2[cH:26][cH:27][c:28]([O:31][CH3:32])[cH:29][cH:30]2)[c:5]2[c:10]1[CH2:9][CH2:8][N:7]([c:11]1[cH:12][cH:13][c:14]([N:17]3[C:18](=[O:23])[CH2:19][CH2:20][CH2:21][CH2:22]3)[cH:15][cH:16]1)[C:6]2=[O:24].